From a dataset of the Open Reaction Database (ORD), a public repository of structured organic reaction records. describe an organic reaction: reactants, conditions, products, and yield Procedure: A solution of 2.5g (10.49 mmol) 2-fluoro-5-(tetrahydropyrane-2-yloxymethyl)-benzaldehyde in anhydrous methanol is mixed in portions with 0.60 g (15.7 mmol) sodium borohydride while stirring and stirred for another hour at room temperature. After adding water, extraction is performed using diethyl ether, and the organic phase is dried over sodium sulfate. After removing the solvent under vacuum, the benzyl alcohol is obtained in pure form. Starting materials: FC1=C(C=O)C=C(C=C1)COC1OCCCC1 (2-fluoro-5-(tetrahydropyrane-2-yloxymethyl)-benzaldehyde), [BH4-].[Na+] (sodium borohydride). RXN SMILES: [F:1][C:2]1[CH:9]=[CH:8][C:7]([CH2:10][O:11][CH:12]2[CH2:17][CH2:16][CH2:15][CH2:14][O:13]2)=[CH:6][C:3]=1[CH:4]=[O:5].[BH4-].[Na+]>CO>[F:1][C:2]1[CH:9]=[CH:8][C:7]([CH2:10][O:11][CH:12]2[CH2:17][CH2:16][CH2:15][CH2:14][O:13]2)=[CH:6][C:3]=1[CH2:4][OH:5] |f:1.2|. Run in CO (methanol). Product: FC1=C(C=C(C=C1)COC1OCCCC1)CO ([2-fluoro-5-(tetrahydropyrane-2-yloxymethyl)-phenyl]-methanol). Starting materials: FC1=C(C=CC(=C1)F)[N+](=O)[O-] (2,4-difluoro-nitrobenzene), CC1(CCC(CC1)O)C (4,4-dimethyl-cyclohexanol). Product: CC1(CCC(CC1)OC1=C(C=CC(=C1)F)[N+](=O)[O-])C (2-(4,4-Dimethyl-cyclohexyloxy)-4-fluoro-1-nitro-benzene). RXN SMILES: F[C:2]1[CH:7]=[C:6]([F:8])[CH:5]=[CH:4][C:3]=1[N+:9]([O-:11])=[O:10].[CH3:12][C:13]1([CH3:20])[CH2:18][CH2:17][CH:16]([OH:19])[CH2:15][CH2:14]1>>[CH3:12][C:13]1([CH3:20])[CH2:18][CH2:17][CH:16]([O:19][C:2]2[CH:7]=[C:6]([F:8])[CH:5]=[CH:4][C:3]=2[N+:9]([O-:11])=[O:10])[CH2:15][CH2:14]1. Reported procedure: Prepared analogously to III.1 from 2 ml 2,4-difluoro-nitrobenzene and 2.339 g 4,4-dimethyl-cyclohexanol.